From a dataset of the Open Reaction Database (ORD), a public repository of structured organic reaction records. describe an organic reaction: reactants, conditions, products, and yield The reactants are CC(C)=O, CCCc1c(OCCCO)ccc(C(C)=O)c1O. Yields the product CCCc1c(OCCC(=O)O)ccc(C(C)=O)c1O. RXN SMILES: [CH3:19][C:20]([CH3:21])=[O:22].[OH:1][c:2]1[c:3]([C:16]([CH3:17])=[O:18])[cH:4][cH:5][c:6]([O:11][CH2:12][CH2:13][CH2:14][OH:15])[c:7]1[CH2:8][CH2:9][CH3:10]>>[OH:1][c:2]1[c:3]([C:16]([CH3:17])=[O:18])[cH:4][cH:5][c:6]([O:11][CH2:12][CH2:13][C:14](=[O:15])[OH:22])[c:7]1[CH2:8][CH2:9][CH3:10].